The task is: describe an organic reaction: reactants, conditions, products, and yield. This data is from the Open Reaction Database (ORD), a public repository of structured organic reaction records. Reactants: C1CCOC1, [Li]CCCC, CCCCOS(=O)(=O)C1CC1, CI. The product is CCCCOS(=O)(=O)C1(C)CC1. RXN SMILES: [CH2:19]1[O:20][CH2:21][CH2:22][CH2:23]1.[CH3:12][CH2:13][CH2:14][CH2:15][Li:16].[CH:1]1([S:4](=[O:5])(=[O:6])[O:7][CH2:8][CH2:9][CH2:10][CH3:11])[CH2:2][CH2:3]1.[I:17][CH3:18]>>[C:1]1([S:4](=[O:5])(=[O:6])[O:7][CH2:8][CH2:9][CH2:10][CH3:11])([CH3:12])[CH2:2][CH2:3]1.